Dataset: the Open Reaction Database (ORD), a public repository of structured organic reaction records. Task: describe an organic reaction: reactants, conditions, products, and yield The reactants are C(#N)C1=CC(=C(C=C1)C=1C=NN(C1O)C1=NC=C(C(=O)O)C=C1)OC (6-(4-(4-cyano-2-methoxyphenyl)-5-hydroxy-1H-pyrazol-1-yl)nicotinic acid), COCCC1(CC1)N (1-(2-methoxyethyl)cyclopropanamine). Yields the product C(#N)C1=CC(=C(C=C1)C=1C=NN(C1O)C1=NC=C(C(=O)NC2(CC2)CCOC)C=C1)OC (6-(4-(4-cyano-2-methoxyphenyl)-5-hydroxy-1H-pyrazol-1-yl)-N-(1-(2-methoxyethyl)cyclopropyl)nicotinamide). Procedure: The title compound was prepared in a manner similar to Example 159 using 6-(4-(4-cyano-2-methoxyphenyl)-5-hydroxy-1H-pyrazol-1-yl)nicotinic acid and 1-(2-methoxyethyl)cyclopropanamine. 1H NMR (400 MHz, DMSO-d6) δ 0.58-0.74 (m, 4H) 1.80 (t, J=6.9 Hz, 2H) 3.14 (s, 4H) 3.39 (t, J=7.1 Hz, 2H) 3.89 (s, 3H) 7.32-7.44 (m, 2H) 8.27-8.35 (m, 2H) 8.42 (d, J=8.8 Hz, 1H) 8.57 (d, J=7.6 Hz, 1H) 8.76 (s, 1H) 8.80 (d, J=1.8 Hz, 1H). MS m/z [M+H]+ 434.5. RXN SMILES: [C:1]([C:3]1[CH:8]=[CH:7][C:6]([C:9]2[CH:10]=[N:11][N:12]([C:15]3[CH:23]=[CH:22][C:18]([C:19]([OH:21])=O)=[CH:17][N:16]=3)[C:13]=2[OH:14])=[C:5]([O:24][CH3:25])[CH:4]=1)#[N:2].[CH3:26][O:27][CH2:28][CH2:29][C:30]1([NH2:33])[CH2:32][CH2:31]1>>[C:1]([C:3]1[CH:8]=[CH:7][C:6]([C:9]2[CH:10]=[N:11][N:12]([C:15]3[CH:23]=[CH:22][C:18]([C:19]([NH:33][C:30]4([CH2:29][CH2:28][O:27][CH3:26])[CH2:32][CH2:31]4)=[O:21])=[CH:17][N:16]=3)[C:13]=2[OH:14])=[C:5]([O:24][CH3:25])[CH:4]=1)#[N:2]. The reactants are CC1(C(C2CCC1C2)C2(C(C=CCC2)C)C=O)C (1-(3,3-Dimethyl-bicyclo[2.2.1]hept-2-yl)-2-methyl-cyclohex-3-enecarbaldehyde), 1-L, COCCO[AlH2-]OCCOC.[Na+] (Vitride). Solvent: C1(=CC=CC=C1)C (toluene). Run at temperature 20 celsius, time 3 hour. Yields the product crude product, CC1(C(C2CCC1C2)C2(C(C=CCC2)C)CO)C ([1-(3,3-dimethyl-bicyclo[2.2.1]hept-2-yl)-2-methyl-cyclohex-3-enyl]-methanol). Isolated yield 122.4%. Reaction SMILES: COCCO[AlH2-]OCCOC.[Na+].[CH3:13][C:14]1([CH3:30])[CH:19]2[CH2:20][CH:16]([CH2:17][CH2:18]2)[CH:15]1[C:21]1([CH:28]=[O:29])[CH2:26][CH2:25][CH:24]=[CH:23][CH:22]1[CH3:27]>C1(C)C=CC=CC=1>[CH3:30][C:14]1([CH3:13])[CH:19]2[CH2:20][CH:16]([CH2:17][CH2:18]2)[CH:15]1[C:21]1([CH2:28][OH:29])[CH2:26][CH2:25][CH:24]=[CH:23][CH:22]1[CH3:27] |f:0.1|. Reported procedure: A 1-L reaction flask equipped with a stirrer, a thermometer, a reflux condenser, a heating mantle, and an addition funnel was charged with Vitride (300 g, 1.32 mol) and toluene (300 g). The resulting mixture was stirred at 20° C. The Diels-Alder product containing 1-(3,3-dimethyl-bicyclo[2.2.1]hept-2-yl)-2-methyl-cyclohex-3-enecarbaldehyde (300 g, 0.97 mol, synthesized as above in EXAMPLE VIII) was added over about 2 hours. The temperature was allowed to rise to 43° C. The reaction mass was aged...